Dataset: the Open Reaction Database (ORD), a public repository of structured organic reaction records. Task: describe an organic reaction: reactants, conditions, products, and yield Starting materials: Cl.N[C@H]1CC[C@H](CC1)NC(=O)C1=C(NC2=C1N=CN=C2C2=C(C=CC(=C2)OC)OCC2CC2)C (N-(cis-4-aminocyclohexyl)-4-[2-(cyclopropylmethoxy)-5-methoxyphenyl]-6-methyl-5H-pyrrolo[3,2-d]pyrimidine-7-carboxamide hydrochloride), COCC(=O)Cl (methoxy-acetyl chloride). The product is C1(CC1)COC1=C(C=C(C=C1)OC)C=1C2=C(N=CN1)C(=C(N2)C)C(=O)N[C@@H]2CC[C@@H](CC2)NC(COC)=O (4-[2-(Cyclopropylmethoxy)-5-methoxyphenyl]-N-{cis-4-[(methoxyacetyl)amino]cyclohexyl}-6-methyl-5H-pyrrolo[3,2-d]pyrimidine-7-carboxamide). Procedure: Starting from N-(cis-4-aminocyclohexyl)-4-[2-(cyclopropylmethoxy)-5-methoxyphenyl]-6-methyl-5H-pyrrolo[3,2-d]pyrimidine-7-carboxamide hydrochloride (example D.f25) and commercially available methoxy-acetyl chloride the title compound is obtained as colorless solid. As a reaction SMILES: Cl.[NH2:2][C@@H:3]1[CH2:8][CH2:7][C@H:6]([NH:9][C:10]([C:12]2[C:16]3[N:17]=[CH:18][N:19]=[C:20]([C:21]4[CH:26]=[C:25]([O:27][CH3:28])[CH:24]=[CH:23][C:22]=4[O:29][CH2:30][CH:31]4[CH2:33][CH2:32]4)[C:15]=3[NH:14][C:13]=2[CH3:34])=[O:11])[CH2:5][CH2:4]1.[CH3:35][O:36][CH2:37][C:38](Cl)=[O:39]>>[CH:31]1([CH2:30][O:29][C:22]2[CH:23]=[CH:24][C:25]([O:27][CH3:28])=[CH:26][C:21]=2[C:20]2[C:15]3[NH:14][C:13]([CH3:34])=[C:12]([C:10]([NH:9][C@H:6]4[CH2:7][CH2:8][C@@H:3]([NH:2][C:38](=[O:39])[CH2:37][O:36][CH3:35])[CH2:4][CH2:5]4)=[O:11])[C:16]=3[N:17]=[CH:18][N:19]=2)[CH2:32][CH2:33]1 |f:0.1|. Starting materials: [Na].CC1(OC[C@H](O1)COC1=C(C(=NC=C1)CS(=O)C1=NC2=C(N1)C=CC=C2)C)C (2-(((4-(((4R)-2,2-dimethyl-1,3-dioxolan-4-yl)methoxy)-3-methylpyridin-2-yl)methyl)sulfinyl)-1H-benzimidazole sodium salt), CC1(COC2(OC1)CCC(CC2)O)C (3,3-dimethyl-1,5-dioxaspiro[5.5]undecan-9-ol). Yields the product [Na].CC1(COC2(OC1)CCC(CC2)OC2=C(C(=NC=C2)CS(=O)C2=NC1=C(N2)C=CC=C1)C)C (2-(((4-((3,3-dimethyl-1,5-dioxaspiro[5.5]undec-9-yl)oxy)-3-methylpyridin-2-yl)methyl)sulfinyl)-1H-benzimidazole sodium salt). As a reaction SMILES: [Na:1].CC1(C)O[C@H](C[O:9][C:10]2[CH:15]=[CH:14][N:13]=[C:12]([CH2:16][S:17]([C:19]3[NH:23][C:22]4[CH:24]=[CH:25][CH:26]=[CH:27][C:21]=4[N:20]=3)=[O:18])[C:11]=2[CH3:28])CO1.[CH3:30][C:31]1([CH3:43])[CH2:36][O:35][C:34]2([CH2:41][CH2:40][CH:39](O)[CH2:38][CH2:37]2)[O:33][CH2:32]1>>[Na:1].[CH3:30][C:31]1([CH3:43])[CH2:32][O:33][C:34]2([CH2:37][CH2:38][CH:39]([O:9][C:10]3[CH:15]=[CH:14][N:13]=[C:12]([CH2:16][S:17]([C:19]4[NH:23][C:22]5[CH:24]=[CH:25][CH:26]=[CH:27][C:21]=5[N:20]=4)=[O:18])[C:11]=3[CH3:28])[CH2:40][CH2:41]2)[O:35][CH2:36]1 |f:0.1,3.4,^1:0,43|. Reported procedure: The same procedure as in the steps (14a) to (14e) of Example 14 was repeated using the 3,3-dimethyl-1,5-dioxaspiro[5.5]undecan-9-ol obtained in the step (81a) above to obtain the title compound (275 mg, the total yield of 5 steps: 3.3%) as a white solid. Note that in the same process as in the step (14b), after acetic anhydride was added, 10 equivalents of triethylamine relative to pyridine1-oxide derivative was added to perform the reaction. In the same process as in the step (14c), tetrahydrof... The reactants are C([O-])(O)=O.[Na+] (Sodium bicarbonate), BrC1=C(C=O)C(=CC(=C1)C)Br (2,6-dibromo-4-methylbenzaldehyde), Cl.COC1=CC=C(C=C1)NN ([4-(methyloxy)phenyl]hydrazine hydrochloride). The solvent is CO (methanol). Product: COC1=CC=C(C=C1)NN=CC1=C(C=C(C=C1Br)C)Br (2,6-Dibromo-4-methylbenzaldehyde[4-(methyloxy)phenyl]hydrazone). RXN SMILES: C(=O)(O)[O-].[Na+].[Br:6][C:7]1[CH:14]=[C:13]([CH3:15])[CH:12]=[C:11]([Br:16])[C:8]=1[CH:9]=O.Cl.[CH3:18][O:19][C:20]1[CH:25]=[CH:24][C:23]([NH:26][NH2:27])=[CH:22][CH:21]=1>CO>[CH3:18][O:19][C:20]1[CH:25]=[CH:24][C:23]([NH:26][N:27]=[CH:9][C:8]2[C:7]([Br:6])=[CH:14][C:13]([CH3:15])=[CH:12][C:11]=2[Br:16])=[CH:22][CH:21]=1 |f:0.1,3.4|. Reported procedure: Sodium bicarbonate (0.84 g, 10 mmol) was added to a solution of 2,6-dibromo-4-methylbenzaldehyde (2.62 g, 9.43 mmol) and [4-(methyloxy)phenyl]hydrazine hydrochloride (1.65 g, 9.45 mmol) in methanol (60 mL) and the mixture heated under reflux for 15 min. The mixture was then cooled and evaporated to give the crude title compound which was used without purification. RXN SMILES: [CH2:1]([C@@H:8]([CH2:12][CH2:13][C@H:14]([CH2:34][C:35]1[CH:40]=[CH:39][CH:38]=[CH:37][CH:36]=1)[C:15]([NH:17][C@H:18]1[CH2:24][CH2:23][S:22][C@H:21]2[CH2:25][CH2:26][CH2:27][C@@H:28]([C:29]([O:31][CH3:32])=[O:30])[N:20]2[C:19]1=[O:33])=[O:16])[C:9](O)=[O:10])[C:2]1[CH:7]=[CH:6][CH:5]=[CH:4][CH:3]=1.[NH2:41][C@H:42]1[CH2:48][CH:47]=[CH:46][CH2:45][N:44]([CH2:49][C:50]2[CH:55]=[CH:54][CH:53]=[CH:52][CH:51]=2)[C:43]1=[O:56]>>[CH2:34]([C@@H:14]([CH2:13][CH2:12][C@H:8]([CH2:1][C:2]1[CH:3]=[CH:4][CH:5]=[CH:6][CH:7]=1)[C:9]([NH:41][C@H:42]1[CH2:48][CH:47]=[CH:46][CH2:45][N:44]([CH2:49][C:50]2[CH:55]=[CH:54][CH:53]=[CH:52][CH:51]=2)[C:43]1=[O:56])=[O:10])[C:15]([NH:17][C@H:18]1[CH2:24][CH2:23][S:22][C@H:21]2[CH2:25][CH2:26][CH2:27][C@@H:28]([C:29]([O:31][CH3:32])=[O:30])[N:20]2[C:19]1=[O:33])=[O:16])[C:35]1[CH:40]=[CH:39][CH:38]=[CH:37][CH:36]=1. The product is C(C1=CC=CC=C1)[C@H](C(=O)N[C@@H]1C(N2[C@@H](SCC1)CCC[C@H]2C(=O)OC)=O)CC[C@@H](C(=O)N[C@@H]2C(N(C\C=C/C2)CC2=CC=CC=C2)=O)CC2=CC=CC=C2 ((4S,7S,10aS)-Methyl 4-((2R,5R)-2,5-dibenzyl-6-((S,Z)-1-benzyl-2-oxo-2,3,4,7-tetrahydro-1H-azepin-3-ylamino)-6-oxohexanamido)-5-oxooctahydro-2H-pyrido[2,1-b][1,3]thiazepine-7-carboxylate), solid. Starting materials: C(C1=CC=CC=C1)[C@H](C(=O)O)CC[C@@H](C(=O)N[C@@H]1C(N2[C@@H](SCC1)CCC[C@H]2C(=O)OC)=O)CC2=CC=CC=C2 ((2R,5R)-2,5-Dibenzyl-6-((4S,7S,10aS)-7-(methoxycarbonyl)-5-oxooctahydro-2H-pyrido[2,1-b][1,3]thiazepin-4-ylamino)-6-oxohexanoic acid), N[C@@H]1C(N(C\C=C/C1)CC1=CC=CC=C1)=O ((S,Z)-3-Amino-1-benzyl-3,4-dihydro-1H-azepin-2(7H)-one). Isolated yield 68.0%. Reported procedure: (4S,7S,10aS)-Methyl 4-((2R,5R)-2,5-dibenzyl-6-((S,Z)-1-benzyl-2-oxo-2,3,4,7-tetrahydro-1H-azepin-3-ylamino)-6-oxohexanamido)-5-oxooctahydro-2H-pyrido[2,1-b][1,3]thiazepine-7-carboxylate was synthesized as described in General Procedure H using Intermediate 23 (11 mg, 0.019 mmol) and Intermediate 51 (5.9 mg, 0.027 mmol) to give a white solid (10 mg, 68% yield). Anal. Calcd. for C44H52N4O6S m/z 764.4. found: 765.2 (M+H)+; 1H NMR (400 MHz, CDCl3) δ ppm 7.41-7.06 (m, 16H), 6.96 (d, J=7.1 Hz, 1H), 5.... Starting materials: CO, S=C1CN=C(c2ccccn2)c2cc(I)ccc2N1, N, C1CCOC1. Yields the product NC1=Nc2ccc(I)cc2C(c2ccccn2)=NC1. As a reaction SMILES: [CH3:2][OH:3].[I:4][c:5]1[cH:6][cH:7][c:8]2[c:9]([cH:22]1)[C:10]([c:16]1[n:17][cH:18][cH:19][cH:20][cH:21]1)=[N:11][CH2:12][C:13](=[S:15])[NH:14]2.[NH3:1].[O:23]1[CH2:24][CH2:25][CH2:26][CH2:27]1>>[NH2:1][C:13]1=[N:14][c:8]2[cH:7][cH:6][c:5]([I:4])[cH:22][c:9]2[C:10]([c:16]2[n:17][cH:18][cH:19][cH:20][cH:21]2)=[N:11][CH2:12]1. RXN SMILES: [CH3:1][C:2]1[CH:7]=[CH:6][C:5](B(O)O)=[CH:4][CH:3]=1.[C:11]([O:15][C:16]([C:18]1[S:19][C:20](Br)=[CH:21][C:22]=1[NH:23][S:24]([C:27]1[C:28]([CH3:33])=[CH:29][CH:30]=[CH:31][CH:32]=1)(=[O:26])=[O:25])=[O:17])([CH3:14])([CH3:13])[CH3:12].C1(C)C=CC=CC=1.CO.C([O-])([O-])=O.[Na+].[Na+]>C1(C)C=CC=CC=1.C1C=CC([P]([Pd]([P](C2C=CC=CC=2)(C2C=CC=CC=2)C2C=CC=CC=2)([P](C2C=CC=CC=2)(C2C=CC=CC=2)C2C=CC=CC=2)[P](C2C=CC=CC=2)(C2C=CC=CC=2)C2C=CC=CC=2)(C2C=CC=CC=2)C2C=CC=CC=2)=CC=1>[C:11]([O:15][C:16]([C:18]1[S:19][C:20]([C:5]2[CH:6]=[CH:7][C:2]([CH3:1])=[CH:3][CH:4]=2)=[CH:21][C:22]=1[NH:23][S:24]([C:27]1[C:28]([CH3:33])=[CH:29][CH:30]=[CH:31][CH:32]=1)(=[O:26])=[O:25])=[O:17])([CH3:14])([CH3:13])[CH3:12] |f:2.3,4.5.6,^1:60,62,81,100|. The solvent is C1(=CC=CC=C1)C (toluene). Yield: 87.7%. Yields the product C(C)(C)(C)OC(=O)C=1SC(=CC1NS(=O)(=O)C=1C(=CC=CC1)C)C1=CC=C(C=C1)C (3-(Toluene-2-sulfonylamino)-5-p-tolyl-thiophene-2-carboxylic acid tert-butyl ester). The reagents and catalysts are C=1C=CC(=CC1)[P](C=2C=CC=CC2)(C=3C=CC=CC3)[Pd]([P](C=4C=CC=CC4)(C=5C=CC=CC5)C=6C=CC=CC6)([P](C=7C=CC=CC7)(C=8C=CC=CC8)C=9C=CC=CC9)[P](C=1C=CC=CC1)(C=1C=CC=CC1)C=1C=CC=CC1 (Pd(PPh3)4). The reactants are C(=O)([O-])[O-].[Na+].[Na+] (Na2CO3), CC1=CC=C(C=C1)B(O)O (4-methylbenzeneboronic acid), C(C)(C)(C)OC(=O)C=1SC(=CC1NS(=O)(=O)C=1C(=CC=CC1)C)Br (5-Bromo-3-(toluene-2-sulfonylamino)-thiophene-2-carboxylic acid tert-butyl ester), C1(=CC=CC=C1)C.CO (toluene MeOH). Conditions: temperature 70 celsius. Procedure details: To the mixture of 4-methylbenzeneboronic acid (38.0 mg, 0.279 mmol) and 5-Bromo-3-(toluene-2-sulfonylamino)-thiophene-2-carboxylic acid tert-butyl ester (40 mg, 0.0925 mmol) in 5:1 mixture of toluene/MeOH (2.0 mL) was added a solution of Pd(PPh3)4 (12.0 mg, 0.01 mmol, 10 mol %) in toluene (1.0 mL) followed by aqueous 2M Na2CO3 solution (0.1 mL, 0.2 mmol). The resultant reaction mixture was heated at 70° C. for 16 h, cooled to room temperature, filtered off through MgSO4 and washed with EtOAc. Ev... Reaction conditions: time 10 minute. Reaction SMILES: [CH:1]([CH:4]1[C:9](=[O:10])[NH:8][CH:7]=[CH:6][S:5]1)([CH3:3])[CH3:2].[H-].[Na+].Br[CH2:14][C:15]([O:17][CH3:18])=[O:16].O>O1CCCC1>[CH:1]([CH:4]1[C:9](=[O:10])[N:8]([CH2:14][C:15]([O:17][CH3:18])=[O:16])[CH:7]=[CH:6][S:5]1)([CH3:3])[CH3:2] |f:1.2|. Solvent: O1CCCC1 (tetrahydrofuran), O1CCCC1 (tetrahydrofuran). The product is C(C)(C)C1SC=CN(C1=O)CC(=O)OC (Methyl 2-{(2RS)-2-isopropyl-3-oxo-3,4-dihydro-2H-1,4-thiazin-4-yl}acetate). Starting materials: C(C)(C)C1SC=CNC1=O ((2RS)-2-isopropyl-3,4-dihydro-2H-1,4-thiazin-3-one), O (water), [H-].[Na+] (sodium hydride), BrCC(=O)OC (Methyl bromoacetate). Procedure: A solution of (2RS)-2-isopropyl-3,4-dihydro-2H-1,4-thiazin-3-one (70 mg, Reference compound No. 42-1) in anhydrous tetrahydrofuran (1 ml) is added to a solution of sodium hydride (39 mg) in anhydrous tetrahydrofuran (1 ml) under ice cooling, and the mixture is stirred for 10 minutes. Methyl bromoacetate (74.3 mg) is added to the mixture, the temperature is raised to room temperature, and the whole is stirred for 20 minutes. The reaction mixture is cooled with ice, water is added to the mixture, ... Reactants: C(C)OC(C(=CN(C)C)C(C1=CC(=CC=C1)Cl)=O)=O (ethyl-2-(3'-chlorobenzoyl)-3-dimethylaminopropenoate), C(C)OC(C(=CN(C)C)C(C1=CC=CC=C1)=O)=O (ethyl-2-benzoyl-3-dimethylaminopropenoate). Product: C(C)OC(=O)C=1C=NOC1C1=CC(=CC=C1)Cl (ethyl-5-(3'-chlorophenyl)-4-isoxazolecarboxylate). Yield: 51.0%. Reaction SMILES: [CH2:1]([O:3][C:4](=[O:19])[C:5]([C:10](=[O:18])[C:11]1[CH:16]=[CH:15][CH:14]=[C:13]([Cl:17])[CH:12]=1)=[CH:6][N:7](C)C)[CH3:2].C(OC(=O)C(C(=O)C1C=CC=CC=1)=CN(C)C)C>>[CH2:1]([O:3][C:4]([C:5]1[CH:6]=[N:7][O:18][C:10]=1[C:11]1[CH:16]=[CH:15][CH:14]=[C:13]([Cl:17])[CH:12]=1)=[O:19])[CH3:2]. Procedure details: The procedure of Example 15 was employed utilizing ethyl-2-(3'-chlorobenzoyl)-3-dimethylaminopropenoate in lieu of ethyl-2-benzoyl-3-dimethylaminopropenoate to yield ethyl-5-(3'-chlorophenyl)-4-isoxazolecarboxylate (3.2 g.; 51% yield) having a melting point of 75°-77° C. and the following analysis: Starting materials: CCCCCOCCOc1ccc(OB([O-])[O-])cc1, CN(Cc1ccc(NC(=O)C2=Cc3cc(Br)ccc3S(=O)(=O)CC2)cc1)C1CCOCC1, O=C([O-])[O-], CCO, [K+], [K+], O, O, Cc1ccccc1. Yields the product CCCCCOCCOc1ccc(-c2ccc3c(c2)C=C(C(=O)Nc2ccc(CN(C)C4CCOCC4)cc2)CCS3(=O)=O)cc1. Reaction SMILES: [B:44]([O-:45])([O-:61])[O:62][c:46]1[cH:47][cH:48][c:49]([O:52][CH2:53][CH2:54][O:55][CH2:56][CH2:57][CH2:58][CH2:59][CH3:60])[cH:50][cH:51]1.[Br:1][c:2]1[cH:3][cH:4][c:5]2[c:6]([cH:32]1)[CH:7]=[C:8]([C:14](=[O:15])[NH:16][c:17]1[cH:18][cH:19][c:20]([CH2:23][N:24]([CH:25]3[CH2:26][CH2:27][O:28][CH2:29][CH2:30]3)[CH3:31])[cH:21][cH:22]1)[CH2:9][CH2:10][S:11]2(=[O:12])=[O:13].[C:63](=[O:64])([O-:65])[O-:66].[CH2:34]([OH:35])[CH3:36].[K+:67].[K+:68].[OH2:33].[OH2:69].[c:37]1([CH3:38])[cH:39][cH:40][cH:41][cH:42][cH:43]1>>[c:2]1(-[c:46]2[cH:47][cH:48][c:49]([O:52][CH2:53][CH2:54][O:55][CH2:56][CH2:57][CH2:58][CH2:59][CH3:60])[cH:50][cH:51]2)[cH:3][cH:4][c:5]2[c:6]([cH:32]1)[CH:7]=[C:8]([C:14](=[O:15])[NH:16][c:17]1[cH:18][cH:19][c:20]([CH2:23][N:24]([CH:25]3[CH2:26][CH2:27][O:28][CH2:29][CH2:30]3)[CH3:31])[cH:21][cH:22]1)[CH2:9][CH2:10][S:11]2(=[O:12])=[O:13]. Reactants: ClC=1C=C2C(=NC1C(C)=NO)C=CN2S(=O)(=O)C2=CC=C(C)C=C2 (1-(6-chloro-1-tosyl-1H-pyrrolo[3,2-b]pyridin-5-yl)ethanone oxime), [NH4+].[Cl-] (NH4Cl). The reagents and catalysts are [Zn] (Zn). The solvent is CO (MeOH), CC(=O)O (HOAc). Product: ClC=1C=C2C(=NC1C(C)N)C=CN2S(=O)(=O)C2=CC=C(C)C=C2 (1-(6-chloro-1-tosyl-1H-pyrrolo[3,2-b]pyridin-5-yl)ethanamine). Isolated yield 78.1%. RXN SMILES: [Cl:1][C:2]1[CH:3]=[C:4]2[N:14]([S:15]([C:18]3[CH:24]=[CH:23][C:21]([CH3:22])=[CH:20][CH:19]=3)(=[O:17])=[O:16])[CH:13]=[CH:12][C:5]2=[N:6][C:7]=1[C:8](=[N:10]O)[CH3:9].[NH4+].[Cl-]>CO.CC(O)=O.[Zn]>[Cl:1][C:2]1[CH:3]=[C:4]2[N:14]([S:15]([C:18]3[CH:24]=[CH:23][C:21]([CH3:22])=[CH:20][CH:19]=3)(=[O:17])=[O:16])[CH:13]=[CH:12][C:5]2=[N:6][C:7]=1[CH:8]([NH2:10])[CH3:9] |f:1.2|. Procedure: A mixture of 1-(6-chloro-1-tosyl-1H-pyrrolo[3,2-b]pyridin-5-yl)ethanone oxime (514 mg, 1.41 mmol), Zn power (4.6 g, 70.64 mmol), NH4Cl (1.5 g, 28.26 mmol) in MeOH (20 mL) and HOAc (4 mL) was heated at reflux overnight. The reaction mixture was filtered and the filtrate concentrated under reduced pressure. The residue was diluted with CH2Cl2 (200 mL) and aqueous ammonia (20 mL). The organic layer was separated, washed with H2O, dried (NaSO4), filtered, and concentrated under reduced pressure. The...